This data is from the Open Reaction Database (ORD), a public repository of structured organic reaction records. The task is: describe an organic reaction: reactants, conditions, products, and yield Starting materials: FC1=C(C=CC(=C1)I)NC1=C(C(=O)O)C=CN=C1 (3-[(2-fluoro-4-iodophenyl)amino]isonicotinic acid), FC1=C(C=CC(=C1)I)NC1=C(C(=O)O)C=CN=C1 (3-[(2-fluoro-4-iodophenyl)amino]isonicotinic acid), CC1=CC=C(C=C1)NN (4-methyl-phenylhydrazine). The product is FC1=C(C=CC(=C1)I)NC1=C(C(=O)NNC2=CC=C(C=C2)C)C=CN=C1 (3-[(2-fluoro-4-iodophenyl)amino]-N′-(4-methylphenyl)isonicotinohydrazide). Reaction SMILES: [F:1][C:2]1[CH:7]=[C:6]([I:8])[CH:5]=[CH:4][C:3]=1[NH:9][C:10]1[CH:18]=[N:17][CH:16]=[CH:15][C:11]=1[C:12]([OH:14])=O.[CH3:19][C:20]1[CH:25]=[CH:24][C:23]([NH:26][NH2:27])=[CH:22][CH:21]=1>>[F:1][C:2]1[CH:7]=[C:6]([I:8])[CH:5]=[CH:4][C:3]=1[NH:9][C:10]1[CH:18]=[N:17][CH:16]=[CH:15][C:11]=1[C:12]([NH:27][NH:26][C:23]1[CH:24]=[CH:25][C:20]([CH3:19])=[CH:21][CH:22]=1)=[O:14]. Procedure details: 3-[(2-fluoro-4-iodophenyl)amino]-N′-(4-methylphenyl)isonicotinohydrazide was synthesized according to the procedure for General Method 1, outlined above, starting with 0.4 mmol of 3-[(2-fluoro-4-iodophenyl)amino]isonicotinic acid (intermediate 1) and 0.6 mmol of 4-methyl-phenylhydrazine. LC/MS [5.07 min; 463 (M+1)] Reactants: BrC=1C=CC2=C(SC3=C2C=CC=C3)C1 (3-bromodibenzothiophene), C[Sn](C=1C=CC2=C(OC3=C2C=CC(=C3)CO[Si](C)(C)C(C)(C)C)C1)(C)C (3-(Trimethylstannyl)-7-(t-butyldimethylsilyloxymethyl)dibenzofuran). The product is C[Sn](C=1C=CC2=C(SC3=C2C=CC=C3)C1)(C)C (3-(Trimethylstannyl)-dibenzothiophene). Yield: 82.0%. RXN SMILES: Br[C:2]1[CH:3]=[CH:4][C:5]2[C:9]3[CH:10]=[CH:11][CH:12]=[CH:13][C:8]=3[S:7][C:6]=2[CH:14]=1.[CH3:15][Sn:16](C)([CH3:39])[C:17]1C=CC2C3C=CC(CO[Si](C(C)(C)C)(C)C)=CC=3OC=2C=1>>[CH3:15][Sn:16]([CH3:39])([CH3:17])[C:2]1[CH:3]=[CH:4][C:5]2[C:9]3[CH:10]=[CH:11][CH:12]=[CH:13][C:8]=3[S:7][C:6]=2[CH:14]=1. Procedure: Using the procedure described in Example 316, but substituting 3-bromodibenzothiophene for the bromodibenzofuran 10 of Example 316, provided the title compound in 82% yield.